This data is from the Open Reaction Database (ORD), a public repository of structured organic reaction records. The task is: describe an organic reaction: reactants, conditions, products, and yield Starting materials: O=[N+]([O-])c1ccc(F)cc1Br, O=C([O-])[O-], Cc1ccccc1, [Cs+], [Cs+], Nc1nc(Cl)c2[nH]c(=O)n(C3CCC(O)CC3)c2n1, CC(=O)[O-], CC(=O)[O-], [Pd+2], c1ccc(P(c2ccccc2)c2ccc3ccccc3c2-c2c(P(c3ccccc3)c3ccccc3)ccc3ccccc23)cc1. The product is O=c1[nH]c2c(Cl)nc(Nc3cc(F)ccc3[N+](=O)[O-])nc2n1C1CCC(O)CC1. Reaction SMILES: [Br:72][c:73]1[c:74]([N+:80](=[O:81])[O-:82])[cH:75][cH:76][c:77]([F:79])[cH:78]1.[C:20](=[O:21])([O-:22])[O-:23].[CH3:92][c:93]1[cH:94][cH:95][cH:96][cH:97][cH:98]1.[Cs+:24].[Cs+:25].[NH2:1][c:2]1[n:3][c:4]([Cl:19])[c:5]2[nH:6][c:7](=[O:18])[n:8]([CH:11]3[CH2:12][CH2:13][CH:14]([OH:17])[CH2:15][CH2:16]3)[c:9]2[n:10]1.[O-:84][C:85]([CH3:86])=[O:87].[O-:88][C:89]([CH3:90])=[O:91].[Pd+2:83].[cH:26]1[cH:27][cH:28][c:29]([P:30]([c:31]2[cH:32][cH:33][c:34]3[c:35]([cH:36][cH:37][cH:38][cH:39]3)[c:40]2-[c:41]2[c:42]3[c:43]([cH:44][cH:45][cH:46][cH:47]3)[cH:48][cH:49][c:50]2[P:51]([c:52]2[cH:53][cH:54][cH:55][cH:56][cH:57]2)[c:58]2[cH:59][cH:60][cH:61][cH:62][cH:63]2)[c:64]2[cH:65][cH:66][cH:67][cH:68][cH:69]2)[cH:70][cH:71]1>>[NH:1]([c:2]1[n:3][c:4]([Cl:19])[c:5]2[nH:6][c:7](=[O:18])[n:8]([CH:11]3[CH2:12][CH2:13][CH:14]([OH:17])[CH2:15][CH2:16]3)[c:9]2[n:10]1)[c:73]1[c:74]([N+:80](=[O:81])[O-:82])[cH:75][cH:76][c:77]([F:79])[cH:78]1. Reaction SMILES: [CH2:27]1[O:28][CH2:29][CH2:30][CH2:31]1.[CH3:25][OH:26].[CH3:32][OH:33].[CH:1]([O-:2])=[O:3].[F:5][c:6]1[c:7]([CH2:8][c:9]2[n:10][nH:11][c:12]3[cH:13][cH:14][c:15]([N+:18]([O-:19])=[O:20])[cH:16][c:17]23)[cH:21][cH:22][cH:23][cH:24]1.[NH4+:4]>>[F:5][c:6]1[c:7]([CH2:8][c:9]2[n:10][nH:11][c:12]3[cH:13][cH:14][c:15]([NH2:18])[cH:16][c:17]23)[cH:21][cH:22][cH:23][cH:24]1. Yields the product Nc1ccc2[nH]nc(Cc3ccccc3F)c2c1. Starting materials: C1CCOC1, CO, CO, O=C[O-], O=[N+]([O-])c1ccc2[nH]nc(Cc3ccccc3F)c2c1, [NH4+]. The reactants are B.O1CCCC1 (Borane tetrahydrofuran), C(C)(C)(C)OC(=O)N1CCC(C(=O)O)CC1 (N-tert-butoxycarbonylisonipecotic acid), C(=O)([O-])[O-].[K+].[K+] (K2CO3). Run in O (Water). Reaction conditions: temperature 0 celsius, time 8 hour. Product: C(C)(C)(C)OC(=O)N1CCC(CC1)CO (N-tert-Butoxycarbony-4-piperidinemethanol). The yield is 84.5%. As a reaction SMILES: B.O1CCCC1.[C:7]([O:11][C:12]([N:14]1[CH2:22][CH2:21][CH:17]([C:18](O)=[O:19])[CH2:16][CH2:15]1)=[O:13])([CH3:10])([CH3:9])[CH3:8].C([O-])([O-])=O.[K+].[K+]>O>[C:7]([O:11][C:12]([N:14]1[CH2:22][CH2:21][CH:17]([CH2:18][OH:19])[CH2:16][CH2:15]1)=[O:13])([CH3:10])([CH3:9])[CH3:8] |f:0.1,3.4.5|. Procedure details: Borane-tetrahydrofuran (1 M, 25 mL, 25 mmol) was added slowly to N-tert-butoxycarbonylisonipecotic acid (5.73 g, 25 mmol), as prepared in the preceding step, in tetrahydrofyiran (50 mL) at 0° C. (ice-bath) over 30 min. The mixture was stirred at 0° C. overnight and then warmed up to room temperature for 6 h. Water (10 mL) was added slowly and then K2CO3 (5 g in 50 mL water) was added. The mixture was extracted with ethyl acetate (3×50 mL). The organic phase was washed sequentially with saturated... Starting materials: ClC1(C2=CC=CC=C2OC=2C=CC=CC12)C1=CC=CC=C1 (9-chloro-9-phenylxanthene), [C@@H]1(C[C@H](O)[C@@H](CO)O1)N1C(=O)NC(=O)C(C)=C1 (thymidine). The solvent is N1=CC=CC=C1 (pyridine), C(Cl)Cl (methylene chloride). Conditions: time 1 hour. Yields the product C1(=CC=CC=C1)C1(C2=CC=CC=C2OC=2C=CC=CC12)OC[C@@H]1[C@H](C[C@@H](O1)N1C(=O)NC(=O)C(C)=C1)O (5'-O-(9-Phenylxanthen-9-yl)thymidine). Yield: 65.0%. RXN SMILES: Cl[C:2]1([C:16]2[CH:21]=[CH:20][CH:19]=[CH:18][CH:17]=2)[C:15]2[CH:14]=[CH:13][CH:12]=[CH:11][C:10]=2[O:9][C:8]2[C:3]1=[CH:4][CH:5]=[CH:6][CH:7]=2.[C@@H:22]1([N:30]2[CH:38]=[C:36]([CH3:37])[C:34](=[O:35])[NH:33][C:31]2=[O:32])[O:29][C@H:26]([CH2:27][OH:28])[C@@H:24]([OH:25])[CH2:23]1>N1C=CC=CC=1.C(Cl)Cl>[C:16]1([C:2]2([O:28][CH2:27][C@H:26]3[O:29][C@@H:22]([N:30]4[CH:38]=[C:36]([CH3:37])[C:34](=[O:35])[NH:33][C:31]4=[O:32])[CH2:23][C@@H:24]3[OH:25])[C:3]3[CH:4]=[CH:5][CH:6]=[CH:7][C:8]=3[O:9][C:10]3[C:15]2=[CH:14][CH:13]=[CH:12][CH:11]=3)[CH:17]=[CH:18][CH:19]=[CH:20][CH:21]=1. Reported procedure: 585 mg (2 mmol) of 9-chloro-9-phenylxanthene were added to a solution of 484 mg (2 mmol) of thymidine in 20 ml of pyridine, and the resulting mixture was stirred at room temperature for 1 hour whilst shading it from light. The reaction mixture was then diluted with 200 ml of methylene chloride, and the diluted mixture was washed twice, each time with 200 ml of a 5% w/v aqueous solution of sodium hydrogencarbonate. The organic layer was dried over anhydrous sodium sulfate, and the solvent was rem... Reactants: NCCN1C(S\C(\C1=O)=C/C=1C=C2C=NN(C2=CC1)CC1=C(C=C(C=C1)Cl)C(F)(F)F)=O (3-(2-aminoethyl)-(5Z)-5-({1-[4-chloro-2-(trifluoromethyl)benzyl]-1H-indazol-5-yl}methylidene)-1,3-thiazolidine-2,4-dione), CC1=NOC(=C1S(=O)(=O)Cl)C (3,5-dimethylisoxazole-4-sulfonyl chloride). Yields the product ClC1=CC(=C(CN2N=CC3=CC(=CC=C23)\C=C/2\C(N(C(S2)=O)CCNS(=O)(=O)C=2C(=NOC2C)C)=O)C=C1)C(F)(F)F (N-{2-[(5Z)-5-({1-[4-Chloro-2-(trifluoromethyl)benzyl]-1H-indazol-5-yl}methylidene)-2,4-dioxo-1,3-thiazolidin-3-yl]ethyl}-3,5-dimethylisoxazole-4-sulfonamide). RXN SMILES: [NH2:1][CH2:2][CH2:3][N:4]1[C:8](=[O:9])/[C:7](=[CH:10]/[C:11]2[CH:12]=[C:13]3[C:17](=[CH:18][CH:19]=2)[N:16]([CH2:20][C:21]2[CH:26]=[CH:25][C:24]([Cl:27])=[CH:23][C:22]=2[C:28]([F:31])([F:30])[F:29])[N:15]=[CH:14]3)/[S:6][C:5]1=[O:32].[CH3:33][C:34]1[C:38]([S:39](Cl)(=[O:41])=[O:40])=[C:37]([CH3:43])[O:36][N:35]=1>>[Cl:27][C:24]1[CH:25]=[CH:26][C:21]([CH2:20][N:16]2[C:17]3[C:13](=[CH:12][C:11](/[CH:10]=[C:7]4/[C:8](=[O:9])[N:4]([CH2:3][CH2:2][NH:1][S:39]([C:38]5[C:34]([CH3:33])=[N:35][O:36][C:37]=5[CH3:43])(=[O:41])=[O:40])[C:5](=[O:32])[S:6]/4)=[CH:19][CH:18]=3)[CH:14]=[N:15]2)=[C:22]([C:28]([F:30])([F:29])[F:31])[CH:23]=1. Reported procedure: N-{2-[(5Z)-5-({1-[4-Chloro-2-(trifluoromethyl)benzyl]-1H-indazol-5-yl}methylidene)-2,4-dioxo-1,3-thiazolidin-3-yl]ethyl}-3,5-dimethylisoxazole-4-sulfonamide was prepared from 3-(2-aminoethyl)-(5Z)-5-({1-[4-chloro-2-(trifluoromethyl)benzyl]-1H-indazol-5-yl}methylidene)-1,3-thiazolidine-2,4-dione (from Example 49) and 3,5-dimethylisoxazole-4-sulfonyl chloride following General Procedure U. The reactants are N12CCN(C(CC1)CC2)C(=O)C=2OC(=CC2)C2=CC=C(C=C2)N ((1,4-diaza-bicyclo[3.2.2]non-4-yl)-5-(4-aminophenyl)-furan-2-yl-methanone), FC(C(=O)OC(C(F)(F)F)=O)(F)F (trifluoroacetic anhydride). Product: FC(C(=O)O)(F)F.N12CCN(C(CC1)CC2)C(=O)C2=CC=C(O2)C2=CC=C(C=C2)NC(C(F)(F)F)=O (N-{4-[5-(1,4-Diaza-bicyclo[3.2.2]-nonane-4-carbonyl)-furan-2-yl]-phenyl}2,2,2-trifluoro-acetamide trifluoro acetic acid salt). As a reaction SMILES: [N:1]12[CH2:9][CH2:8][CH:5]([CH2:6][CH2:7]1)[N:4]([C:10]([C:12]1[O:13][C:14]([C:17]3[CH:22]=[CH:21][C:20]([NH2:23])=[CH:19][CH:18]=3)=[CH:15][CH:16]=1)=[O:11])[CH2:3][CH2:2]2.[F:24][C:25]([F:36])([F:35])[C:26]([O:28][C:29](=[O:34])[C:30]([F:33])([F:32])[F:31])=[O:27]>>[F:24][C:25]([F:36])([F:35])[C:26]([OH:28])=[O:27].[N:1]12[CH2:7][CH2:6][CH:5]([CH2:8][CH2:9]1)[N:4]([C:10]([C:12]1[O:13][C:14]([C:17]3[CH:22]=[CH:21][C:20]([NH:23][C:29](=[O:34])[C:30]([F:31])([F:32])[F:33])=[CH:19][CH:18]=3)=[CH:15][CH:16]=1)=[O:11])[CH2:3][CH2:2]2 |f:2.3|. Procedure details: The title compound was prepared according to Method D from (1,4-diaza-bicyclo[3.2.2]non-4-yl)-5-(4-aminophenyl)-furan-2-yl-methanone and trifluoroacetic anhydride. Mp. 219° C.